From a dataset of the Open Reaction Database (ORD), a public repository of structured organic reaction records. describe an organic reaction: reactants, conditions, products, and yield Reported procedure: 1-(Methoxycarbonyl)-2-(2-(trifluoromethyl)benzyl)piperidine-4-carboxylic acid (4.718 g, 13.66 mmol) (reference compound 49) was dissolved in methyl THF (100 mL) and di(1H-imidazol-1-yl)methanone (3.32 g, 20.49 mmol) added. The suspension was stirred at room temperature under nitrogen overnight (flask 1). In a separate flask potassium 3-ethoxy-3-oxopropanoate (4.19 g, 24.59 mmol) was suspended in methyl THF (100 mL) and magnesium chloride (2.342 g, 24.59 mmol) added. The suspension was stirred at... Starting materials: Cl (HCl), C(C)OC(CC(=O)[O-])=O.[K+] (potassium 3-ethoxy-3-oxopropanoate), COC(=O)N1C(CC(CC1)C(=O)O)CC1=C(C=CC=C1)C(F)(F)F (1-(Methoxycarbonyl)-2-(2-(trifluoromethyl)benzyl)piperidine-4-carboxylic acid), COC(=O)N1C(CC(CC1)C(=O)O)CC1=C(C=CC=C1)C(F)(F)F (1-(Methoxycarbonyl)-2-(2-(trifluoromethyl)benzyl)piperidine-4-carboxylic acid), N1(C=NC=C1)C(=O)N1C=NC=C1 (di(1H-imidazol-1-yl)methanone), [Cl-].[Mg+2].[Cl-] (magnesium chloride). RXN SMILES: [CH3:1][O:2][C:3]([N:5]1[CH2:10][CH2:9][CH:8](C(O)=O)[CH2:7][CH:6]1[CH2:14][C:15]1[CH:20]=[CH:19][CH:18]=[CH:17][C:16]=1[C:21]([F:24])([F:23])[F:22])=[O:4].N1(C(N2C=CN=C2)=O)C=CN=C1.[CH2:37]([O:39][C:40](=[O:45])[CH2:41][C:42]([O-:44])=[O:43])[CH3:38].[K+].[Cl-].[Mg+2].[Cl-].Cl>CN1C2C(N=C(N)NC=2NCC1CNC1C=CC(C(NC(C(O)=O)CCC(O)=O)=O)=CC=1)=O.O.CC(OC)(C)C>[CH2:37]([O:39][C:40](=[O:45])[CH2:41][C:42]([C@@H:8]1[CH2:9][CH2:10][N:5]([C:3]([O:2][CH3:1])=[O:4])[C@@H:6]([CH2:14][C:15]2[CH:20]=[CH:19][CH:18]=[CH:17][C:16]=2[C:21]([F:24])([F:23])[F:22])[CH2:7]1)=[O:43])[CH3:38].[CH2:37]([O:39][C:40](=[O:45])[CH2:41][C:42]([C@H:8]1[CH2:9][CH2:10][N:5]([C:3]([O:2][CH3:1])=[O:4])[C@@H:6]([CH2:14][C:15]2[CH:20]=[CH:19][CH:18]=[CH:17][C:16]=2[C:21]([F:24])([F:23])[F:22])[CH2:7]1)=[O:44])[CH3:38] |f:2.3,4.5.6|. Run at time 8 hour. Solvent: CC(C)(C)OC (MTBE), O (water), CN1C(CNC2=C1C(=O)N=C(N2)N)CNC3=CC=C(C=C3)C(=O)NC(CCC(=O)O)C(=O)O (methyl THF), CN1C(CNC2=C1C(=O)N=C(N2)N)CNC3=CC=C(C=C3)C(=O)NC(CCC(=O)O)C(=O)O (methyl THF). Yield: 37.0%. Product: C(C)OC(CC(=O)[C@H]1C[C@@H](N(CC1)C(=O)OC)CC1=C(C=CC=C1)C(F)(F)F)=O (Trans-methyl 4-(3-ethoxy-3-oxopropanoyl)-2-(2-(trifluoromethyl)-benzyl)piperidine-1-carboxylate), C(C)OC(CC(=O)[C@@H]1C[C@@H](N(CC1)C(=O)OC)CC1=C(C=CC=C1)C(F)(F)F)=O (cis-methyl 4-(3-ethoxy-3-oxopropanoyl)-2-(2-(trifluoromethyl)benzyl)piperidine-1-carboxylate). The reactants are C([O-])([O-])=O.[Na+].[Na+] (Sodium carbonate), CC12S[C@H]3N(C1(C(=O)O)C2)C(C3N3C(C=2C(C3=O)=CC=CC2)=O)=O (2-methyl-2,3-methylene-6-phthalimidopenam-3-carboxylic acid), C(C)OC(=O)N1C(C=2C(C1=O)=CC=CC2)=O (N-ethoxycarbonylphthalimide), C(C)(=O)O.C(C1=CC=CC=C1)N(CCN)CC1=CC=CC=C1 (N,N-dibenzylethylenediamine acetate). Solvent: CC12S[C@H]3N(C1(C(=O)O)C2)C(C3N)=O (2-methyl-2,3-methylene-6-aminopenam-3-carboxylic acid), O (water), O (water), CO (methanol). Run at time 2 hour. Product: C(C1=CC=CC=C1)N(CCN)CC1=CC=CC=C1 (N,N-dibenzylethylenediamine). Isolated yield 159.1%. Reaction SMILES: C(=O)([O-])[O-].[Na+].[Na+].C(OC(N1C(=O)C2=CC=CC=C2C1=O)=O)C.C(O)(=O)C.[CH2:27]([N:34]([CH2:38][C:39]1[CH:44]=[CH:43][CH:42]=[CH:41][CH:40]=1)[CH2:35][CH2:36][NH2:37])[C:28]1[CH:33]=[CH:32][CH:31]=[CH:30][CH:29]=1.CC12CC1(C(O)=O)N1C(=O)C(N3C(=O)C4=CC=CC=C4C3=O)[C@H]1S2>CC12CC1(C(O)=O)N1C(=O)C(N)[C@H]1S2.O.CO>[CH2:38]([N:34]([CH2:27][C:28]1[CH:33]=[CH:32][CH:31]=[CH:30][CH:29]=1)[CH2:35][CH2:36][NH2:37])[C:39]1[CH:40]=[CH:41][CH:42]=[CH:43][CH:44]=1 |f:0.1.2,4.5|. Procedure details: Sodium carbonate (212 mg.) was dissolved in a suspension of 2-methyl-2,3-methylene-6-aminopenam-3-carboxylic acid (428 mg.) in water (4 ml.). To a solution was added N-ethoxycarbonylphthalimide (440 mg.) all at once, and then stirred at room temprature for 2 hours. The resultant mixture was washed with methylene chloride. Methylene chloride (20 ml.) was added to the mixture, and then the solution was acidified with 1/4N-hydrochloric acid (16 ml.) and extracted. The extract was washed with water,... Solvent: C(C)OCC (diethylether). Procedure details: The title compound is prepared from [4-(4-fluoro-benzyl)-piperidin-1-yl]-oxo-acetic acid (Example 1b) and 3-amino-phenol (Aldrich) according to the method described in Example 1c. Melting Point: 175-179° C. (diethylether) The product is FC1=CC=C(CC2CCN(CC2)C(C(=O)NC2=CC(=CC=C2)O)=O)C=C1 (2-[4-(4-Fluoro-benzyl)-piperidin-1-yl]-N-(3-hydroxy-phenyl)-2-oxo-acetamide). As a reaction SMILES: [F:1][C:2]1[CH:19]=[CH:18][C:5]([CH2:6][CH:7]2[CH2:12][CH2:11][N:10]([C:13](=[O:17])[C:14]([OH:16])=O)[CH2:9][CH2:8]2)=[CH:4][CH:3]=1.[NH2:20][C:21]1[CH:22]=[C:23]([OH:27])[CH:24]=[CH:25][CH:26]=1>C(OCC)C>[F:1][C:2]1[CH:3]=[CH:4][C:5]([CH2:6][CH:7]2[CH2:8][CH2:9][N:10]([C:13](=[O:17])[C:14]([NH:20][C:21]3[CH:26]=[CH:25][CH:24]=[C:23]([OH:27])[CH:22]=3)=[O:16])[CH2:11][CH2:12]2)=[CH:18][CH:19]=1. Starting materials: FC1=CC=C(CC2CCN(CC2)C(C(=O)O)=O)C=C1 ([4-(4-fluoro-benzyl)-piperidin-1-yl]-oxo-acetic acid), NC=1C=C(C=CC1)O (3-amino-phenol). The reactants are CC=1SC=C(N1)CC(=O)O (2-(2-methyl-4-thiazolyl)acetic acid), ON1N=NC2=C1C=CC=C2 (1-hydroxybenzotriazole), Cl.C(C)N=C=NCCCN(C)C (1-ethyl-3-(3-dimethylaminopropyl)carbodiimide hydrochloride), N1(CCNCC1)C=1C=C2C=CC(NC2=CC1)=O (6-(1-Piperazinyl)-2(1H)-quinolinone). The solvent is CN(C=O)C (N,N-dimethylformamide), C(C)N(CC)CC (triethylamine). Conditions: time 1 hour. Yields the product CC=1SC=C(N1)CC(=O)N1CCN(CC1)C=1C=C2C=CC(NC2=CC1)=O (6-[4-{2-(2-methyl- 4-thiazolyl)acetyl}-1-piperazinyl]-2(1H)-quinolinone). The yield is 67.0%. As a reaction SMILES: [CH3:1][C:2]1[S:3][CH:4]=[C:5]([CH2:7][C:8]([OH:10])=O)[N:6]=1.ON1C2C=CC=CC=2N=N1.Cl.C(N=C=NCCCN(C)C)C.[N:33]1([C:39]2[CH:40]=[C:41]3[C:46](=[CH:47][CH:48]=2)[NH:45][C:44](=[O:49])[CH:43]=[CH:42]3)[CH2:38][CH2:37][NH:36][CH2:35][CH2:34]1>C(N(CC)CC)C.CN(C)C=O>[CH3:1][C:2]1[S:3][CH:4]=[C:5]([CH2:7][C:8]([N:36]2[CH2:37][CH2:38][N:33]([C:39]3[CH:40]=[C:41]4[C:46](=[CH:47][CH:48]=3)[NH:45][C:44](=[O:49])[CH:43]=[CH:42]4)[CH2:34][CH2:35]2)=[O:10])[N:6]=1 |f:2.3|. Procedure details: A mixture of 2-(2-methyl-4-thiazolyl)acetic acid (628 mg), 1-hydroxybenzotriazole (648 mg), 1-ethyl-3-(3-dimethylaminopropyl)carbodiimide hydrochloride (917 mg) and N,N-dimethylformamide (25 ml) was stirred for 1 hour at ambient temperature. 6-(1-Piperazinyl)-2(1H)-quinolinone (687 mg) and triethylamine (1 ml) were added thereto, and the mixture was stirred for 3 hours at the same temperature. After the reaction mixture was concentrated in vacuo, to the residue were added ethyl acetate (10 ml) a... The reactants are C1CCOC1, COC(=O)Cc1ccc(NC(=O)Nc2ccccc2C)c(Cl)c1, [Na+], [OH-]. Yields the product Cc1ccccc1NC(=O)Nc1ccc(CC(=O)O)cc1Cl. RXN SMILES: [CH2:26]1[O:27][CH2:28][CH2:29][CH2:30]1.[Cl:1][c:2]1[cH:3][c:4]([CH2:19][C:20](=[O:21])[O:22][CH3:23])[cH:5][cH:6][c:7]1[NH:8][C:9](=[O:10])[NH:11][c:12]1[c:13]([CH3:18])[cH:14][cH:15][cH:16][cH:17]1.[Na+:25].[OH-:24]>>[Cl:1][c:2]1[cH:3][c:4]([CH2:19][C:20](=[O:21])[OH:22])[cH:5][cH:6][c:7]1[NH:8][C:9](=[O:10])[NH:11][c:12]1[c:13]([CH3:18])[cH:14][cH:15][cH:16][cH:17]1. The solvent is C(Cl)Cl (methylene chloride), C(Cl)Cl (methylene chloride). RXN SMILES: [Cl:1][CH2:2][CH2:3][CH2:4][CH2:5][C:6]1[CH:15]=[CH:14][C:13]2[C:8](=[CH:9][C:10]([O:18]C)=[C:11]([O:16]C)[CH:12]=2)[CH:7]=1.B(Br)(Br)Br>C(Cl)Cl>[Cl:1][CH2:2][CH2:3][CH2:4][CH2:5][C:6]1[CH:15]=[CH:14][C:13]2[C:8](=[CH:9][C:10]([OH:18])=[C:11]([OH:16])[CH:12]=2)[CH:7]=1. Starting materials: ClCCCCC1=CC2=CC(=C(C=C2C=C1)OC)OC (2-(4-chlorobutyl)-6,7-dimethoxynaphthalene), B(Br)(Br)Br (boron tribromide). Yield: 100.0%. Reaction conditions: temperature -70 celsius, time 30 minute. Yields the product ClCCCCC1=CC2=CC(=C(C=C2C=C1)O)O (2-(4-chlorobutyl)-6,7-dihydroxynaphthalene). Reported procedure: To 17.0 g (0.061 mole) of 2-(4-chlorobutyl)-6,7-dimethoxynaphthalene in 350 mL of methylene chloride cooled at -70° C. under an argon atmosphere was added 122 mL (0.122 mole) of 1M boron tribromide in methylene chloride, dropwise over 30 minutes. The reaction mixture was stirred for 30 minutes at -70° C. and then kept at -20° C. for 17 hours. Workup as in Example 7 gave 2-(4-chlorobutyl)-6,7-dihydroxynaphthalene as a colorless solid (15.3g). This solid, 21.8g (0.18 mole) of benzyl bromide and 25... Starting materials: CC(=O)OI1(C=2C=CC=CC2C(=O)O1)(OC(=O)C)OC(=O)C (Dess-Martin reagent), FC1=C(C=CC=C1)CCO (2-(2-Fluorophenyl)ethanol), S(=S)(=O)([O-])[O-].[Na+].[Na+] (sodium thiosulfate). Solvent: ClCCl (dichloromethane). Conditions: time 3 hour. Product: FC1=C(C=CC=C1)CC=O (2-(2-fluorophenyl)acetaldehyde). RXN SMILES: [F:1][C:2]1[CH:7]=[CH:6][CH:5]=[CH:4][C:3]=1[CH2:8][CH2:9][OH:10].CC(OI1(OC(C)=O)(OC(C)=O)OC(=O)C2C=CC=CC1=2)=O.S([O-])([O-])(=O)=S.[Na+].[Na+]>ClCCl>[F:1][C:2]1[CH:7]=[CH:6][CH:5]=[CH:4][C:3]=1[CH2:8][CH:9]=[O:10] |f:2.3.4|. Procedure details: 2-(2-Fluorophenyl)ethanol (Ald, 1.0 g) was dissolved in dichloromethane (KANTO, 20 mL) under nitrogen atmosphere and added with Dess-Martin reagent (Alfa Aesar, 3.64 g), followed by stirring at room temperature for 3 hours. Saturated sodium thiosulfate solution was added to the reaction mixture and then extracted with ethyl acetate. The organic layer was washed with saturated sodium hydrogencarbonate solution and brine, and then dried over anhydrous magnesium sulfate. The reaction solution was c... Reactants: NC1=NC=C(C#N)C(=C1)F (6-amino-4-fluoronicotinonitrile), CN1CC(CCC1)CO (racemic (1-methylpiperidin-3-yl)methanol), intermediate 47. The product is NC1=NC=C(C#N)C(=C1)OCC1CN(CCC1)C ((racemic) 6-amino-4-((1-methylpiperidin-3-yl)methoxy)nicotinonitrile). As a reaction SMILES: [NH2:1][C:2]1[CH:9]=[C:8](F)[C:5]([C:6]#[N:7])=[CH:4][N:3]=1.[CH3:11][N:12]1[CH2:17][CH2:16][CH2:15][CH:14]([CH2:18][OH:19])[CH2:13]1>>[NH2:1][C:2]1[CH:9]=[C:8]([O:19][CH2:18][CH:14]2[CH2:15][CH2:16][CH2:17][N:12]([CH3:11])[CH2:13]2)[C:5]([C:6]#[N:7])=[CH:4][N:3]=1. Reported procedure: From intermediate 21 and racemic (1-methylpiperidin-3-yl)methanol, reacted in an analogous manner to the preparation of intermediate 47. (UPLC-MS 3) tR 0.33 min; ESI-MS 247.2 [M+H]+.